From a dataset of the Open Reaction Database (ORD), a public repository of structured organic reaction records. describe an organic reaction: reactants, conditions, products, and yield Starting materials: [N-]=[N+]=[N-].[Na+] (Sodium azide), C1=CC=C(C=C1)OC(=S)Cl (Phenyl chlorothionoformate), C1=CC=C(C=C1)OC(=S)Cl (phenyl chlorothionoformate). Solvent: O (water), CC(=O)C (acetone), O (water), CC(=O)C (acetone). Run at time 45 minute. Yields the product O(C1=CC=CC=C1)C1=NN=NS1 (5phenoxy-1,2,3,4-thiatriazole). Reaction SMILES: [CH:1]1[CH:6]=[CH:5][C:4]([O:7][C:8](Cl)=[S:9])=[CH:3][CH:2]=1.[N-:11]=[N+:12]=[N-:13].[Na+]>CC(C)=O.O>[O:7]([C:8]1[S:9][N:13]=[N:12][N:11]=1)[C:4]1[CH:5]=[CH:6][CH:1]=[CH:2][CH:3]=1 |f:1.2|. Procedure: Phenyl chlorothionoformate (3.44 grams, 0.02 mole) was dissolved in 5 ml of dry acetone. Sodium azide (1.4 grams, 0.22 mole) was dissolved in 12 ml of deionized water with 8 ml of acetone and slowly added to the phenyl chlorothionoformate solution over a 5 minute period. The reaction was kept at 5° C. in an ice bath and stirred an additional 45 minutes before adding 12 ml of water. The solution was filtered to collect the product; m.p. 35°-36° C.